From a dataset of the Open Reaction Database (ORD), a public repository of structured organic reaction records. describe an organic reaction: reactants, conditions, products, and yield The reactants are Nc1ccc(Br)cc1, Nc1ccc(Br)cc1F, Cc1ccccc1, CCOC(C)=O, O=[N+]([O-])c1cccc(B(O)O)c1, O, c1ccc(P(c2ccccc2)(c2ccccc2)[Pd](P(c2ccccc2)(c2ccccc2)c2ccccc2)(P(c2ccccc2)(c2ccccc2)c2ccccc2)P(c2ccccc2)(c2ccccc2)c2ccccc2)cc1. Yields the product Nc1ccc(-c2cccc([N+](=O)[O-])c2)cc1F. As a reaction SMILES: [Br:1][c:2]1[cH:3][cH:4][c:5]([NH2:6])[cH:7][cH:8]1.[Br:21][c:22]1[cH:23][c:24]([F:29])[c:25]([NH2:26])[cH:27][cH:28]1.[CH3:30][c:31]1[cH:32][cH:33][cH:34][cH:35][cH:36]1.[CH3:38][CH2:39][O:40][C:41]([CH3:42])=[O:43].[N+:9](=[O:10])([O-:11])[c:12]1[cH:13][c:14]([B:18]([OH:19])[OH:20])[cH:15][cH:16][cH:17]1.[OH2:37].[cH:44]1[cH:45][cH:46][c:47]([P:48]([Pd:49]([P:50]([c:51]2[cH:52][cH:53][cH:54][cH:55][cH:56]2)([c:57]2[cH:58][cH:59][cH:60][cH:61][cH:62]2)[c:63]2[cH:64][cH:65][cH:66][cH:67][cH:68]2)([P:69]([c:70]2[cH:71][cH:72][cH:73][cH:74][cH:75]2)([c:76]2[cH:77][cH:78][cH:79][cH:80][cH:81]2)[c:82]2[cH:83][cH:84][cH:85][cH:86][cH:87]2)[P:88]([c:89]2[cH:90][cH:91][cH:92][cH:93][cH:94]2)([c:95]2[cH:96][cH:97][cH:98][cH:99][cH:100]2)[c:101]2[cH:102][cH:103][cH:104][cH:105][cH:106]2)([c:107]2[cH:108][cH:109][cH:110][cH:111][cH:112]2)[c:113]2[cH:114][cH:115][cH:116][cH:117][cH:118]2)[cH:119][cH:120]1>>[N+:9](=[O:10])([O-:11])[c:12]1[cH:13][c:14](-[c:22]2[cH:23][c:24]([F:29])[c:25]([NH2:26])[cH:27][cH:28]2)[cH:15][cH:16][cH:17]1.